Dataset: the Open Reaction Database (ORD), a public repository of structured organic reaction records. Task: describe an organic reaction: reactants, conditions, products, and yield Reactants: C(C1=CC=CC=C1)OC1=CC=C(C=C1)O (4-benzyloxy phenol), [H-].[Na+] (NaH), ClC1=NC=CC(=C1)Cl (2,4-dichloropyridine). Solvent: CN(C)C=O (DMF). Conditions: temperature 0 celsius, time 10 minute. Yields the product C(C1=CC=CC=C1)OC1=CC=C(OC2=CC(=NC=C2)Cl)C=C1 (4-(4-Benzyloxy-phenoxy)-2-chloro-pyridine). RXN SMILES: [H-].[Na+].[CH2:3]([O:10][C:11]1[CH:16]=[CH:15][C:14]([OH:17])=[CH:13][CH:12]=1)[C:4]1[CH:9]=[CH:8][CH:7]=[CH:6][CH:5]=1.[Cl:18][C:19]1[CH:24]=[C:23](Cl)[CH:22]=[CH:21][N:20]=1>CN(C=O)C>[CH2:3]([O:10][C:11]1[CH:12]=[CH:13][C:14]([O:17][C:23]2[CH:22]=[CH:21][N:20]=[C:19]([Cl:18])[CH:24]=2)=[CH:15][CH:16]=1)[C:4]1[CH:5]=[CH:6][CH:7]=[CH:8][CH:9]=1 |f:0.1|. Procedure: To a stirring RT suspension of NaH (0.739 g of a 60% by weight oil dispersion, 18.48 mmol) in DMF (20 mL) was added 4-benzyloxy phenol (3.70 g, 18.48 mmol). The mix was stirred 10 min before cooling to 0° C. and adding 2,4-dichloropyridine (2.734 g, 18.48 mmol). The reaction was warmed to RT. After stirring for 60 h, the reaction was quenched with saturated aqueous NaHCO3 and then basified with 2N NaOH. The crude was extracted twice with Et2O. The organic layers were washed three times with 2 N ... Product: C1N(CC12CCC2)CCOCC2=CC=CC(=N2)NC=2SC(=CC2C(=O)N)C2=C(C=C(C=C2)C(C)(C)O)F (2-[(6-{[2-(2-Azaspiro[3.3]hept-2-yl)ethoxy]methyl}pyridin-2-yl)amino]-5-[2-fluoro-4-(1-hydroxy-1-methylethyl)phenyl]thiophene-3-carboxamide). Starting materials: FC1=C(C=CC(=C1)C(C)(C)O)C1=CC(=C(S1)NC1=NC(=CC=C1)C=O)C(=O)N (5-(2-fluoro-4-(1-hydroxy-1-methylethyl)phenyl)-2-((6-formyl-2-pyridinyl)amino)-3-thiophenecarboxamide), BrC1=CC=CC(=N1)COCCN1CC2(C1)CCC2 (2-{2-[(6-bromopyridin-2-yl)methyoxy]ethyl}-2-azaspiro[3.3]heptane). Reported procedure: The title compound was prepared according to Example 251, Step 2 using 5-(2-fluoro-4-(1-hydroxy-1-methylethyl)phenyl)-2-((6-formyl-2-pyridinyl)amino)-3-thiophenecarboxamide (200 mg, 0.68 mmol) and 2-{2-[(6-bromopyridin-2-yl)methyoxy]ethyl}-2-azaspiro[3.3]heptane (211 mg, 0.68 mmol) as the starting materials. RXN SMILES: [F:1][C:2]1[CH:7]=[C:6]([C:8]([OH:11])([CH3:10])[CH3:9])[CH:5]=[CH:4][C:3]=1[C:12]1[S:16][C:15]([NH:17][C:18]2[CH:23]=[CH:22][CH:21]=[C:20]([CH:24]=[O:25])[N:19]=2)=[C:14]([C:26]([NH2:28])=[O:27])[CH:13]=1.BrC1N=C(CO[CH2:38][CH2:39][N:40]2[CH2:43][C:42]3([CH2:46][CH2:45][CH2:44]3)[CH2:41]2)C=CC=1>>[CH2:41]1[C:42]2([CH2:46][CH2:45][CH2:44]2)[CH2:43][N:40]1[CH2:39][CH2:38][O:25][CH2:24][C:20]1[N:19]=[C:18]([NH:17][C:15]2[S:16][C:12]([C:3]3[CH:4]=[CH:5][C:6]([C:8]([OH:11])([CH3:9])[CH3:10])=[CH:7][C:2]=3[F:1])=[CH:13][C:14]=2[C:26]([NH2:28])=[O:27])[CH:23]=[CH:22][CH:21]=1.